This data is from the Open Reaction Database (ORD), a public repository of structured organic reaction records. The task is: describe an organic reaction: reactants, conditions, products, and yield Starting materials: OC=1C=C(C=CC1OC)C(C)=O (3′-Hydroxy-4′-methoxyacetophenone), Cl.C(=O)(OC)C1=CC=C(CON)C=C1 (O-(4-carbomethoxybenzyl)hydroxylamine hydrochloride). Product: C(=O)(OC)C1=CC=C(CO\N=C(/C)\C2=CC(=C(C=C2)OC)O)C=C1 ((E)-3′-Hydroxy-4′-methoxyacetophenone O-4-Carbomethoxybenzyl Oxime). The yield is 71.6%. RXN SMILES: [OH:1][C:2]1[CH:3]=[C:4]([C:10](=O)[CH3:11])[CH:5]=[CH:6][C:7]=1[O:8][CH3:9].Cl.[C:14]([C:18]1[CH:26]=[CH:25][C:21]([CH2:22][O:23][NH2:24])=[CH:20][CH:19]=1)([O:16][CH3:17])=[O:15]>>[C:14]([C:18]1[CH:26]=[CH:25][C:21]([CH2:22][O:23]/[N:24]=[C:10](/[C:4]2[CH:5]=[CH:6][C:7]([O:8][CH3:9])=[C:2]([OH:1])[CH:3]=2)\[CH3:11])=[CH:20][CH:19]=1)([O:16][CH3:17])=[O:15] |f:1.2|. Procedure: Acetophenone 12 (50 mg, 0.301 mmol) was condensed with O-(4-carbomethoxybenzyl)hydroxylamine hydrochloride (27) (72 mg, 0.331 mmol) according to the general procedure II-B defined above. After being heated at reflux for 15 h the reaction mixture was cooled and the solvent removed under reduced pressure. The ensuing residue was dissolved in CH2Cl2 (15 mL) and the resulting solution washed with H2O (2×10 mL) then dried (MgSO4), filtered and concentrated under reduced pressure. The residue thus obt... Reactants: Cc1cc(N)c(F)cc1Br, CCO, Cc1cc(B(O)O)ccn1, Cc1ccccc1, [Na+], [Na+], O=C([O-])[O-], c1ccc(P(c2ccccc2)(c2ccccc2)[Pd](P(c2ccccc2)(c2ccccc2)c2ccccc2)(P(c2ccccc2)(c2ccccc2)c2ccccc2)P(c2ccccc2)(c2ccccc2)c2ccccc2)cc1. The product is Cc1cc(-c2cc(F)c(N)cc2C)ccn1. Reaction SMILES: [Br:1][c:2]1[cH:3][c:4]([F:10])[c:5]([NH2:6])[cH:7][c:8]1[CH3:9].[CH3:111][CH2:112][OH:113].[CH3:11][c:12]1[n:13][cH:14][cH:15][c:16]([B:18]([OH:19])[OH:20])[cH:17]1.[CH3:21][c:22]1[cH:23][cH:24][cH:25][cH:26][cH:27]1.[Na+:28].[Na+:29].[O-:30][C:31](=[O:32])[O-:33].[cH:34]1[cH:35][cH:36][c:37]([P:38]([Pd:39]([P:40]([c:41]2[cH:42][cH:43][cH:44][cH:45][cH:46]2)([c:47]2[cH:48][cH:49][cH:50][cH:51][cH:52]2)[c:53]2[cH:54][cH:55][cH:56][cH:57][cH:58]2)([P:59]([c:60]2[cH:61][cH:62][cH:63][cH:64][cH:65]2)([c:66]2[cH:67][cH:68][cH:69][cH:70][cH:71]2)[c:72]2[cH:73][cH:74][cH:75][cH:76][cH:77]2)[P:78]([c:79]2[cH:80][cH:81][cH:82][cH:83][cH:84]2)([c:85]2[cH:86][cH:87][cH:88][cH:89][cH:90]2)[c:91]2[cH:92][cH:93][cH:94][cH:95][cH:96]2)([c:97]2[cH:98][cH:99][cH:100][cH:101][cH:102]2)[c:103]2[cH:104][cH:105][cH:106][cH:107][cH:108]2)[cH:109][cH:110]1>>[c:2]1(-[c:16]2[cH:15][cH:14][n:13][c:12]([CH3:11])[cH:17]2)[cH:3][c:4]([F:10])[c:5]([NH2:6])[cH:7][c:8]1[CH3:9]. Procedure: A mixture of 20 parts of 2-chloroethanol, 3 parts of sulfuric acid and 16 parts of benzene was heated on a water-bath. Then there were added dropwise 35 parts of 4-fluoro-α-(4-fluorophenyl)benzenemethanol dissolved in 32 parts of benzene. After the addition was complete, the whole was stirred and refluxed for 4 hours. After cooling the reaction mixture was poured into water. The benzene layer was separated, dried over calcium chloride and evaporated. The residue was distilled in vacuo, yielding ... Yields the product 35, ClCCOC(C1=CC=C(C=C1)F)C1=CC=C(C=C1)F (1,1'-[(2-chloroethoxy)methylene]bis[4-fluorobenzene]). The reactants are FC1=CC=C(C=C1)C(O)C1=CC=C(C=C1)F (4-fluoro-α-(4-fluorophenyl)benzenemethanol), 20, ClCCO (2-chloroethanol), S(O)(O)(=O)=O (sulfuric acid), O (water). The solvent is C1=CC=CC=C1 (benzene), C1=CC=CC=C1 (benzene). Reaction SMILES: [Cl:1][CH2:2][CH2:3][OH:4].S(=O)(=O)(O)O.[F:10][C:11]1[CH:16]=[CH:15][C:14]([CH:17]([C:19]2[CH:24]=[CH:23][C:22]([F:25])=[CH:21][CH:20]=2)O)=[CH:13][CH:12]=1.O>C1C=CC=CC=1>[Cl:1][CH2:2][CH2:3][O:4][CH:17]([C:14]1[CH:15]=[CH:16][C:11]([F:10])=[CH:12][CH:13]=1)[C:19]1[CH:20]=[CH:21][C:22]([F:25])=[CH:23][CH:24]=1.